This data is from the Open Reaction Database (ORD), a public repository of structured organic reaction records. The task is: describe an organic reaction: reactants, conditions, products, and yield The reactants are NC1=C(C(=O)NCC(=O)NCC2CCNCC2)C=C(C=C1)Cl (4-[[N-(2-amino-5-chlorobenzoyl)glycyl]aminomethyl]piperidine), FC(SC1=CC=C(CCl)C=C1)(F)F (4-(trifluoromethylthio)benzyl chloride), C(C)#N (acetonitrile). Solvent: C(Cl)(Cl)Cl (chloroform). Reaction conditions: temperature 60 celsius, time 15 hour. Yields the product NC1=C(C(=O)NCC(=O)NCC2CCN(CC2)CC2=CC=C(C=C2)SC(F)(F)F)C=C(C=C1)Cl (4-[[N-(2-amino-5-chlorobenzoyl) glycyl]aminomethyl]-1-[4-(trifluoromethylthio)benzyl]piperidine). Reaction SMILES: [NH2:1][C:2]1[CH:21]=[CH:20][C:19]([Cl:22])=[CH:18][C:3]=1[C:4]([NH:6][CH2:7][C:8]([NH:10][CH2:11][CH:12]1[CH2:17][CH2:16][NH:15][CH2:14][CH2:13]1)=[O:9])=[O:5].[F:23][C:24]([F:35])([F:34])[S:25][C:26]1[CH:33]=[CH:32][C:29]([CH2:30]Cl)=[CH:28][CH:27]=1.C(#N)C>C(Cl)(Cl)Cl>[NH2:1][C:2]1[CH:21]=[CH:20][C:19]([Cl:22])=[CH:18][C:3]=1[C:4]([NH:6][CH2:7][C:8]([NH:10][CH2:11][CH:12]1[CH2:13][CH2:14][N:15]([CH2:30][C:29]2[CH:32]=[CH:33][C:26]([S:25][C:24]([F:35])([F:23])[F:34])=[CH:27][CH:28]=2)[CH2:16][CH2:17]1)=[O:9])=[O:5]. Reported procedure: A mixture of 4-[[N-(2-amino-5-chlorobenzoyl)glycyl]aminomethyl]piperidine (16.2 mg, 0.050 mmol) with 4-(trifluoromethylthio)benzyl chloride (20.3 mg, 0.075 mmol), acetonitrile (1.0 mL) and chloroform (0.56 mL) was stirred at 60° C. for 15 hours, cooled, then loaded onto a VarianM SCX column and washed with methanol (15 mL). The obtained crude product was eluted with a 2 M methanol solution of NH3 (5 mL) and concentrated to thereby afford 4-[[N-(2-amino-5-chlorobenzoyl) glycyl]aminomethyl]-1-[4-(... The reactants are [H-], O=Cc1ccc([N+](=O)[O-])o1, [Na+], C1CCOC1, Fc1ccc2nc(S)[nH]c2c1. Yields the product O=Cc1ccc(Sc2nc3cc(F)ccc3[nH]2)o1. RXN SMILES: [H-:12].[N+:14]([O-:15])(=[O:16])[c:17]1[cH:18][cH:19][c:20]([CH:22]=[O:23])[o:21]1.[Na+:13].[O:24]1[CH2:25][CH2:26][CH2:27][CH2:28]1.[SH:1][c:2]1[nH:3][c:4]2[c:5]([n:6]1)[cH:7][cH:8][c:9]([F:11])[cH:10]2>>[S:1]([c:2]1[n:3][c:4]2[c:5]([nH:6]1)[cH:7][cH:8][c:9]([F:11])[cH:10]2)[c:17]1[cH:18][cH:19][c:20]([CH:22]=[O:23])[o:21]1. Reactants: 12.8, I.COC(CNC(=NC)SC)OC (methyl N-(2,2-dimethoxyethyl)-N'-methylcarbamimidothioate monohydroiodide), NCCN1CCC(CC1)NC1=NC2=C(N1CC1=CC=C(C=C1)F)C=CC=C2 (N-[1-(2-aminoethyl)-4-piperidinyl]-1-[(4-fluorophenyl)methyl]-1H-benzimidazol-2-amine). Run in CC(C)O (2-propanol). The product is 23, I.COC(CNC(=NC)NCCN1CCC(CC1)NC1=NC2=C(N1CC1=CC=C(C=C1)F)C=CC=C2)OC (N-(2,2-dimethoxyethyl)-N'-[2-[4[[1-[(4-fluorophenyl)methyl]-1H-benzimidazol-2-yl]amino]-1-piperidinyl]ethyl]-N"-methylguanidine monohydroiodide). Yield: 99.0%. RXN SMILES: [IH:1].[CH3:2][O:3][CH:4]([O:12][CH3:13])[CH2:5][NH:6][C:7](SC)=[N:8][CH3:9].[NH2:14][CH2:15][CH2:16][N:17]1[CH2:22][CH2:21][CH:20]([NH:23][C:24]2[N:28]([CH2:29][C:30]3[CH:35]=[CH:34][C:33]([F:36])=[CH:32][CH:31]=3)[C:27]3[CH:37]=[CH:38][CH:39]=[CH:40][C:26]=3[N:25]=2)[CH2:19][CH2:18]1>CC(O)C>[IH:1].[CH3:2][O:3][CH:4]([O:12][CH3:13])[CH2:5][NH:6][C:7]([NH:14][CH2:15][CH2:16][N:17]1[CH2:22][CH2:21][CH:20]([NH:23][C:24]2[N:28]([CH2:29][C:30]3[CH:35]=[CH:34][C:33]([F:36])=[CH:32][CH:31]=3)[C:27]3[CH:37]=[CH:38][CH:39]=[CH:40][C:26]=3[N:25]=2)[CH2:19][CH2:18]1)=[N:8][CH3:9] |f:0.1,4.5|. Reported procedure: A mixture of 12.8 parts of methyl N-(2,2-dimethoxyethyl)-N'-methylcarbamimidothioate monohydroiodide, 13.2 parts of N-[1-(2-aminoethyl)-4-piperidinyl]-1-[(4-fluorophenyl)methyl]-1H-benzimidazol-2-amine and 160 parts of 2-propanol was stirred and refluxed overnight. The reaction mixture was evaporated, yielding 23 parts (99%) of N-(2,2-dimethoxyethyl)-N'-[2-[4[[1-[(4-fluorophenyl)methyl]-1H-benzimidazol-2-yl]amino]-1-piperidinyl]ethyl]-N"-methylguanidine monohydroiodide (195).